From a dataset of the Open Reaction Database (ORD), a public repository of structured organic reaction records. describe an organic reaction: reactants, conditions, products, and yield Starting materials: [H+].[B-](F)(F)(F)F (HBF4), FCS(=O)C1=CC=C(C=C1)C (1-((Fluoromethyl)sulfinyl)-4-methylbenzene), FC(S(=O)(=O)OS(=O)(=O)C(F)(F)F)(F)F (trifluoromethanesulfonic anhydride), CC=1C=CC=CC1C (O-Xylene). The solvent is C(C)OCC (diethyl ether), C(C)OCC (diethyl ether). The product is F[B-](F)(F)F.CC=1C=C(C=CC1C)[S+](C1=CC=C(C=C1)C)CF ((3,4-dimethylphenyl)(fluoromethyl)(p-tolyl)sulfonium tetrafluoroborate). Reaction SMILES: [F:1][CH2:2][S:3]([C:5]1[CH:10]=[CH:9][C:8]([CH3:11])=[CH:7][CH:6]=1)=O.[CH3:12][C:13]1[CH:14]=[CH:15][CH:16]=[CH:17][C:18]=1[CH3:19].FC(F)(F)S(OS(C(F)(F)F)(=O)=O)(=O)=O.[H+].[B-:36]([F:40])([F:39])([F:38])[F:37]>C(OCC)C>[F:37][B-:36]([F:40])([F:39])[F:38].[CH3:12][C:13]1[CH:14]=[C:15]([S+:3]([CH2:2][F:1])[C:5]2[CH:10]=[CH:9][C:8]([CH3:11])=[CH:7][CH:6]=2)[CH:16]=[CH:17][C:18]=1[CH3:19] |f:3.4,6.7|. Reported procedure: 1-((Fluoromethyl)sulfinyl)-4-methylbenzene (576 mg, 3.34 mmol) of example 5 was dissolved in dry diethyl ether (15 mL) under argon atmosphere. O-Xylene (0.445 mL, 1.10 eq) was added to the previous solution. The mixture was cooled to a temperature below −50° C. After stabilizing the temperature below −50° C., trifluoromethanesulfonic anhydride (0.562 mL, 1 eq) was added slowly maintaining the same temperature. The mixture was stirred, until the reaction was complete. HBF4 in diethyl ether soluti... The reactants are C1(CC1)COC1=C(C=CC(=C1)OC)C=1C2=C(N=CN1)C(=C(N2COCC[Si](C)(C)C)C)C(=O)O (4-[2-(cyclopropylmethoxy)-4-methoxyphenyl]-6-methyl-5-{[2-(trimethylsilyl)ethoxy]methyl}-5H-pyrrolo[3,2-d]pyrimidine-7-carboxylic acid), N[C@H]1CC[C@H](CC1)NC(OC(C)(C)C)=O (tert-butyl cis-(4-amino-cyclohexyl)-carbamate). Product: C(C)(C)(C)OC(N[C@@H]1CC[C@@H](CC1)NC(=O)C1=C(N(C2=C1N=CN=C2C2=C(C=C(C=C2)OC)OCC2CC2)COCC[Si](C)(C)C)C)=O (tert-Butyl(cis-4-{[(4-[2-(cyclopropylmethoxy)-4-methoxyphenyl]-6-methyl-5-{[2-(trimethylsilyl)ethoxy]methyl}-5H-pyrrolo[3,2-d]pyrimidin-7-yl)carbonyl]amino}cyclohexyl)carbamate). As a reaction SMILES: [CH:1]1([CH2:4][O:5][C:6]2[CH:11]=[C:10]([O:12][CH3:13])[CH:9]=[CH:8][C:7]=2[C:14]2[C:15]3[N:22]([CH2:23][O:24][CH2:25][CH2:26][Si:27]([CH3:30])([CH3:29])[CH3:28])[C:21]([CH3:31])=[C:20]([C:32](O)=[O:33])[C:16]=3[N:17]=[CH:18][N:19]=2)[CH2:3][CH2:2]1.[NH2:35][C@@H:36]1[CH2:41][CH2:40][C@H:39]([NH:42][C:43](=[O:49])[O:44][C:45]([CH3:48])([CH3:47])[CH3:46])[CH2:38][CH2:37]1>>[C:45]([O:44][C:43](=[O:49])[NH:42][C@H:39]1[CH2:40][CH2:41][C@@H:36]([NH:35][C:32]([C:20]2[C:16]3[N:17]=[CH:18][N:19]=[C:14]([C:7]4[CH:8]=[CH:9][C:10]([O:12][CH3:13])=[CH:11][C:6]=4[O:5][CH2:4][CH:1]4[CH2:2][CH2:3]4)[C:15]=3[N:22]([CH2:23][O:24][CH2:25][CH2:26][Si:27]([CH3:28])([CH3:30])[CH3:29])[C:21]=2[CH3:31])=[O:33])[CH2:37][CH2:38]1)([CH3:46])([CH3:48])[CH3:47]. Reported procedure: Starting from 4-[2-(cyclopropylmethoxy)-4-methoxyphenyl]-6-methyl-5-{[2-(trimethylsilyl)ethoxy]methyl}-5H-pyrrolo[3,2-d]pyrimidine-7-carboxylic acid (example D.c5) and commercially available tert-butyl cis-(4-amino-cyclohexyl)-carbamate the title compound is obtained as colorless foam. Reactants: CC(C)Br, Clc1nc(NCc2cccnc2)c2nc[nH]c2n1, [K+], [K+], O=C([O-])[O-], CN(C)C=O. The product is CC(C)n1cnc2c(NCc3cccnc3)nc(Cl)nc21. RXN SMILES: [Br:25][CH:26]([CH3:27])[CH3:28].[Cl:1][c:2]1[n:3][c:4]([NH:11][CH2:12][c:13]2[cH:14][n:15][cH:16][cH:17][cH:18]2)[c:5]2[n:6][cH:7][nH:8][c:9]2[n:10]1.[K+:19].[K+:20].[O-:21][C:22]([O-:23])=[O:24].[O:29]=[CH:30][N:31]([CH3:32])[CH3:33]>>[Cl:1][c:2]1[n:3][c:4]([NH:11][CH2:12][c:13]2[cH:14][n:15][cH:16][cH:17][cH:18]2)[c:5]2[n:6][cH:7][n:8]([CH:26]([CH3:27])[CH3:28])[c:9]2[n:10]1. The reactants are C(C)OC(=O)N1CCN(CC1)C(CN(C)C(=O)OCC1=CC=CC=C1)=O (4-[2-(Benzyloxycarbonyl-methyl-amino)-acetyl]-piperazine-1-carboxylic acid ethyl ester). The reagents and catalysts are [Pd] (Pd/C). Solvent: C(C)O (ethanol). Conditions: time 12 hour. Product: C(C)OC(=O)N1CCN(CC1)C(CNC)=O (4-(2-Methylamino-acetyl)-piperazine-1-carboxylic acid ethyl ester). Reaction SMILES: [CH2:1]([O:3][C:4]([N:6]1[CH2:11][CH2:10][N:9]([C:12](=[O:26])[CH2:13][N:14](C(OCC2C=CC=CC=2)=O)[CH3:15])[CH2:8][CH2:7]1)=[O:5])[CH3:2]>C(O)C.[Pd]>[CH2:1]([O:3][C:4]([N:6]1[CH2:11][CH2:10][N:9]([C:12](=[O:26])[CH2:13][NH:14][CH3:15])[CH2:8][CH2:7]1)=[O:5])[CH3:2]. Procedure: To a solution of 830 mg 4-[2-(Benzyloxycarbonyl-methyl-amino)-acetyl]-piperazine-1-carboxylic acid ethyl ester in 30 ml ethanol were added 100 mg Pd/C (10%) and the suspension stirred under an atmosphere of hydrogen (3 bar) for 12 h. The reaction mixture was filtrated over a plug of Celite®, washed with ethanol and concentrated. Yield: 490 mg colorless oil. Isolated yield 6.3%. The reactants are C1(=CC=CC=C1)N1C(NC(C1)=O)=O (1-phenyl-imidazolidin-2,4-dione), CC1=C(C(=O)Cl)C(=CC=C1)C (2,6-dimethylbenzoyl chloride). As a reaction SMILES: [C:1]1([N:7]2[CH2:11][C:10](=[O:12])[NH:9][C:8]2=[O:13])[CH:6]=[CH:5][CH:4]=[CH:3][CH:2]=1.[CH3:14][C:15]1[CH:23]=[CH:22][CH:21]=[C:20]([CH3:24])[C:16]=1[C:17](Cl)=[O:18]>N1C=CC=CC=1>[CH3:14][C:15]1[CH:23]=[CH:22][CH:21]=[C:20]([CH3:24])[C:16]=1[C:17]([N:9]1[C:10](=[O:12])[CH2:11][N:7]([C:1]2[CH:2]=[CH:3][CH:4]=[CH:5][CH:6]=2)[C:8]1=[O:13])=[O:18]. Run in N1=CC=CC=C1 (pyridine), N1=CC=CC=C1 (pyridine). Procedure details: In 30 ml of pyridine, were dissolved 1.1 g (6.25 mmol) of 1-phenyl-imidazolidin-2,4-dione and 1.12 g (6.65 mmol) of 2,6-dimethylbenzoyl chloride to conduct a reaction at 60° C. for 3 hours. After completion of the reaction, pyridine was distilled off under reduced pressure, and the resultant residue was subjected to extraction with ethyl acetate. The organic layer was washed with dilute hydrochloric acid and with saturated saline. The thus-washed organic layer was then dried over anhydrous magne... The product is CC1=C(C(=O)N2C(N(CC2=O)C2=CC=CC=C2)=O)C(=CC=C1)C (3-(2.6-dimethylbenzoyl)-1-phenyl-imidazolidin-2,4-dione). The reactants are SC1=CC=C(C=C1)N=C=O (p-Mercaptophenyl isocyanate), N1=CC(=CC=C1)CO (3-pyridyl carbinol). Run in C1=CC=CC=C1 (benzene). The product is SC1=CC=C(C=C1)NC(OCC=1C=NC=CC1)=O (3-pyridylmethyl N-(4'-mercaptophenyl)carbamate). Isolated yield 78.0%. As a reaction SMILES: [SH:1][C:2]1[CH:7]=[CH:6][C:5]([N:8]=[C:9]=[O:10])=[CH:4][CH:3]=1.[N:11]1[CH:16]=[CH:15][CH:14]=[C:13]([CH2:17][OH:18])[CH:12]=1>C1C=CC=CC=1>[SH:1][C:2]1[CH:7]=[CH:6][C:5]([NH:8][C:9](=[O:10])[O:18][CH2:17][C:13]2[CH:12]=[N:11][CH:16]=[CH:15][CH:14]=2)=[CH:4][CH:3]=1. Procedure: p-Mercaptophenyl isocyanate (0.9g., 0.00595 mole) was added to a solution of 3-pyridyl carbinol (0.65g., 0.00595 mole) in 50 ml. of benzene and the reaction mixture was allowed to stand over the weekend. It was then heated to reflux to assure completion of the reaction and then cooled to give a white solid. This was isolated as 1.2g. and was a 78% yield of 3-pyridylmethyl N-(4'-mercaptophenyl)carbamate. Starting materials: ClC1=CC=C2C=CN=CC2=C1Cl (7,8-Dichloroisoquinoline), O (water), [H-].[Na+] (sodium hydride), CS(=O)C (dimethylsulfoxide), CS(=O)C (dimethylsulfoxide), O (water). Run at temperature 70 celsius, time 4 hour. Yields the product ClC1=CC=C2C=CN=C(C2=C1Cl)C (7,8-dichloro-1-methylisoquinoline). Reaction SMILES: [Cl:1][C:2]1[C:11]([Cl:12])=[C:10]2[C:5]([CH:6]=[CH:7][N:8]=[CH:9]2)=[CH:4][CH:3]=1.[H-].[Na+].O.[CH3:16]S(C)=O>>[Cl:1][C:2]1[C:11]([Cl:12])=[C:10]2[C:5]([CH:6]=[CH:7][N:8]=[C:9]2[CH3:16])=[CH:4][CH:3]=1 |f:1.2|. Procedure: Alternatively, 7,8-dichloro-1-methylisoquinoline is prepared by the following procedure. 7,8-Dichloroisoquinoline (0.019 mole) in 100 ml. of dimethylsulfoxide is added to a solution of sodium hydride (0.11 mole) in 100 ml of dimethylsulfoxide at 70° C. The reaction mixture is stirred at 70° C. for four hours under a nitrogen atmosphere. The reaction mixture is cooled, 100 ml. of water is added, and the mixture is poured into 1500 ml. of water. The aqueous mixture is extracted with benzene. The e... Reactants: O.[N+](=O)([O-])[O-].[Ga+3].[N+](=O)([O-])[O-].[N+](=O)([O-])[O-] (gallium-(III)-nitrate hydrate). Solvent: O (water). Product: [N+](=O)([O-])[O-].[Ga+3].[N+](=O)([O-])[O-].[N+](=O)([O-])[O-] (gallium nitrate). As a reaction SMILES: O.[N+:2]([O-:5])([O-:4])=[O:3].[Ga+3:6].[N+:7]([O-:10])([O-:9])=[O:8].[N+:11]([O-:14])([O-:13])=[O:12]>O>[N+:2]([O-:5])([O-:4])=[O:3].[Ga+3:6].[N+:7]([O-:10])([O-:9])=[O:8].[N+:11]([O-:14])([O-:13])=[O:12] |f:0.1.2.3.4,6.7.8.9|. Procedure details: The stoichiometric amount of gallium-(III)-nitrate hydrate (5.031 g) was dissolved in 80 mL of deionised water to yield gallium nitrate solution. On the other hand, 1.27 g of ammonium metavanadate were dissolved in 100 mL of deionised water at 80° C. The two solutions obtained were mixed under continuous stirring and the pH of the mixture obtained was adjusted to 7 by adding 24% aqueous ammonia solution. A precipitate formed and the suspension obtained was stirred for another half an hour and fi... Starting materials: CS(=O)(=O)C1=CC=C(C=C1)C=1OC2(C(C1)=O)CCCCC2 (2-{4-(methylsulfonyl)phenyl}-1-oxa-spiro[4,5]dec-2-en-4-one), BrBr (bromine). Solvent: C(C)(=O)O (acetic acid). Product: BrC1=C(OC2(C1=O)CCCCC2)C2=CC=C(C=C2)S(=O)(=O)C (3-bromo-2-{4-(methylsulfonyl)phenyl}-1-oxa-spiro[4,5]dec-2-en-4-one). RXN SMILES: [CH3:1][S:2]([C:5]1[CH:10]=[CH:9][C:8]([C:11]2[O:12][C:13]3([CH2:21][CH2:20][CH2:19][CH2:18][CH2:17]3)[C:14](=[O:16])[CH:15]=2)=[CH:7][CH:6]=1)(=[O:4])=[O:3].[Br:22]Br>C(O)(=O)C>[Br:22][C:15]1[C:14](=[O:16])[C:13]2([CH2:17][CH2:18][CH2:19][CH2:20][CH2:21]2)[O:12][C:11]=1[C:8]1[CH:7]=[CH:6][C:5]([S:2]([CH3:1])(=[O:4])=[O:3])=[CH:10][CH:9]=1. Procedure: 50 mg of 2-{4-(methylsulfonyl)phenyl}-1-oxa-spiro[4,5]dec-2-en-4-one was reacted with bromine (0.5 ml) in the presence of 0.1 ml acetic acid to yield 68 mg of 3-bromo-2-{4-(methylsulfonyl)phenyl}-1-oxa-spiro[4,5]dec-2-en-4-one by following a procedure similar to the procedure in Step 5 of Example 53. mp: 163-164° C. NMR: δ1.79 (m, 10H), 3.11 (s, 3H), 8.10 (d, J=8.1 Hz, 2H), 8.40 (d, J=8.1 Hz, 2H). IR (cm−1): 2936, 1709, 1583, 1316, 1149, 912, 744. The reactants are CN(C=1C=C(C=CC1C)C=1OC(=C(N1)CCOC=1C=C2CC[C@H](C2=CC1)CC(=O)OCC)C)C (ethyl [(1S)-5-(2-{2-[3-(dimethylamino)-4-methylphenyl]-5-methyl-1,3-oxazol-4-yl}ethoxy)-2,3-dihydro-1H-inden-1-yl]acetate), [Li+].[OH-] (LiOH), O (water). The solvent is C(C)O (ethanol), C1CCOC1 (THF). Conditions: time 4 hour. The product is CN(C=1C=C(C=CC1C)C=1OC(=C(N1)CCOC=1C=C2CC[C@H](C2=CC1)CC(=O)O)C)C ([(1S)-5-(2-{2-[3-(dimethylamino)-4-methylphenyl]-5-methyl-1,3-oxazol-4-yl}ethoxy)-2,3-dihydro-1H-inden-1-yl]acetic acid). Isolated yield 94.5%. As a reaction SMILES: [CH3:1][N:2]([CH3:34])[C:3]1[CH:4]=[C:5]([C:10]2[O:11][C:12]([CH3:33])=[C:13]([CH2:15][CH2:16][O:17][C:18]3[CH:19]=[C:20]4[C:24](=[CH:25][CH:26]=3)[C@H:23]([CH2:27][C:28]([O:30]CC)=[O:29])[CH2:22][CH2:21]4)[N:14]=2)[CH:6]=[CH:7][C:8]=1[CH3:9].[Li+].[OH-].O>C(O)C.C1COCC1>[CH3:34][N:2]([CH3:1])[C:3]1[CH:4]=[C:5]([C:10]2[O:11][C:12]([CH3:33])=[C:13]([CH2:15][CH2:16][O:17][C:18]3[CH:19]=[C:20]4[C:24](=[CH:25][CH:26]=3)[C@H:23]([CH2:27][C:28]([OH:30])=[O:29])[CH2:22][CH2:21]4)[N:14]=2)[CH:6]=[CH:7][C:8]=1[CH3:9] |f:1.2|. Reported procedure: To a solution of ethyl [(1S)-5-(2-{2-[3-(dimethylamino)-4-methylphenyl]-5-methyl-1,3-oxazol-4-yl}ethoxy)-2,3-dihydro-1H-inden-1-yl]acetate (175.0 mg, 0.38 mmol) in ethanol (1 mL) and THF (1 mL) was added LiOH (159 mg) followed by addition of 1 mL water. The reaction mixture was then stirred at rt for 4 h. The reaction mixture was then acidified to pH 5-6 and the solvent was removed by reduced pressure. The residue was redissolved in methanol, filtered through a plug of C8-Silica plug before prep...